Task: describe an organic reaction: reactants, conditions, products, and yield. Dataset: the Open Reaction Database (ORD), a public repository of structured organic reaction records Reactants: CN(C=O)C (dimethylformamide), FC=1C=C(N)C=CC1 (3-fluoroaniline), BrC1C(=O)OCC1 (α-bromo-γ-butyrolactone), C([O-])([O-])=O.[Na+].[Na+] (sodium carbonate). Run in O (water). Conditions: temperature 80 celsius, time 15 hour. Product: FC=1C=C(C=CC1)NC1C(OCC1)=O (3-[(3-fluorophenyl)amino]-dihydrofuran-2(3H)-one). As a reaction SMILES: CN(C)C=O.[F:6][C:7]1[CH:8]=[C:9]([CH:11]=[CH:12][CH:13]=1)[NH2:10].Br[CH:15]1[CH2:20][CH2:19][O:18][C:16]1=[O:17].C(=O)([O-])[O-].[Na+].[Na+]>O>[F:6][C:7]1[CH:8]=[C:9]([NH:10][CH:15]2[CH2:20][CH2:19][O:18][C:16]2=[O:17])[CH:11]=[CH:12][CH:13]=1 |f:3.4.5|. Procedure: A dimethylformamide solution (20 ml) of 1.93 ml of 3-fluoroaniline, 4.60 ml of α-bromo-γ-butyrolactone and 4.24 g of sodium carbonate was heated with stirring at 80° C. for 15 hours. The reaction liquid was cooled to room temperature, diluted with water and extracted with ether. The ether extract was dried over anhydrous magnesium sulfate, and thereafter the solvent was distilled off to provide 4.64 g of crude 3-[(3-fluorophenyl)amino]-dihydrofuran-2(3H)-one as a pale yellow, oily substance.